Dataset: the Open Reaction Database (ORD), a public repository of structured organic reaction records. Task: describe an organic reaction: reactants, conditions, products, and yield Reactants: CN1C2=CC[C@H]3[C@@H]4CC[C@@H]([C@@]4(C)CC[C@@H]3[C@]2(CCC1=O)C)C(=O)O (4-methyl-3-oxo-4-azaandrost-5-ene-17β-carboxylic acid), C1(=CC=CC=C1)[C@H](CC1=CC=CC=C1)N ((S)-1,2-diphenylethylamine). The product is C1(=CC=CC=C1)[C@H](CC1=CC=CC=C1)NC(=O)[C@@H]1[C@]2(C)[C@@H](CC1)[C@@H]1CC=C3N(C(CC[C@]3(C)[C@H]1CC2)=O)C (N-[(S)-1,2-Diphenylethyl]-4-methyl-3-oxo-4-azaandrost-5-ene-17β-carboxamide). Isolated yield 91.0%. Reaction SMILES: [CH3:1][N:2]1[C:19](=[O:20])[CH2:18][CH2:17][C@@:16]2([CH3:21])[C:3]1=[CH:4][CH2:5][C@@H:6]1[C@@H:15]2[CH2:14][CH2:13][C@@:11]2([CH3:12])[C@H:7]1[CH2:8][CH2:9][C@@H:10]2[C:22]([OH:24])=O.[C:25]1([C@@H:31]([NH2:39])[CH2:32][C:33]2[CH:38]=[CH:37][CH:36]=[CH:35][CH:34]=2)[CH:30]=[CH:29][CH:28]=[CH:27][CH:26]=1>>[C:25]1([C@@H:31]([NH:39][C:22]([C@H:10]2[CH2:9][CH2:8][C@H:7]3[C@H:6]4[C@H:15]([CH2:14][CH2:13][C@:11]23[CH3:12])[C@:16]2([CH3:21])[C:3]([N:2]([CH3:1])[C:19](=[O:20])[CH2:18][CH2:17]2)=[CH:4][CH2:5]4)=[O:24])[CH2:32][C:33]2[CH:34]=[CH:35][CH:36]=[CH:37][CH:38]=2)[CH:30]=[CH:29][CH:28]=[CH:27][CH:26]=1. Procedure: The title compound was prepared in a yield of 91% in a similar manner to that described in Example 1 by reacting 4-methyl-3-oxo-4-azaandrost-5-ene-17β-carboxylic acid (prepared as described in Preparation 5) and (S)-1,2-diphenylethylamine. Reactants: C1=CC(C=C2SC3=CC=CC=C3N=C12)=O (3H-phenothiazin-3-one), C(C)=O (acetaldehyde). Solvent: C1=CC=CC=C1 (benzene). Yields the product C(C)(=O)C=1C(C=CC2=NC3=CC=CC=C3SC12)=O (4-Acetyl-3H-phenothiazin-3-one). RXN SMILES: [CH:1]1[C:14]2[C:5]([S:6][C:7]3[C:12]([N:13]=2)=[CH:11][CH:10]=[CH:9][CH:8]=3)=[CH:4][C:3](=[O:15])[CH:2]=1.[CH:16](=[O:18])[CH3:17]>C1C=CC=CC=1>[C:16]([C:4]1[C:3](=[O:15])[CH:2]=[CH:1][C:14]2[C:5]=1[S:6][C:7]1[C:12](=[CH:11][CH:10]=[CH:9][CH:8]=1)[N:13]=2)(=[O:18])[CH3:17]. Procedure details: A solution of 3H-phenothiazin-3-one (2 g) and acetaldehyde (32 ml) in benzene (240 ml) was irradiated with a 450 watt lamp for 2 days. The volatiles were removed under vacuum and the residue chromatographed on a silica gel column eluting with 25% EtOAc/hexane to afford the desired compound, m.p. 222° C.